This data is from the Open Reaction Database (ORD), a public repository of structured organic reaction records. The task is: describe an organic reaction: reactants, conditions, products, and yield The reactants are ClC1(C(NC2=CC=C(C=C12)Cl)=O)C1=C(C=CC=C1)OC (3,5-dichloro-3-(2-methoxyphenyl)-1,3-dihydro-2H-indol-2-one), FC(C(=O)O)(F)F.N[C@H](C(=O)N(C)C)CC(C)C ((2S)-2-amino-N,N,4-trimethylpentan amide trifluoroacetate). Product: ClC=1C=C2C(C(NC2=CC1)=O)(C1=C(C=CC=C1)OC)N[C@H](C(=O)N(C)C)CC(C)C ((2S)-2-{[5-chloro-3-(2-methoxyphenyl)-2-oxo-2,3-dihydro-1H-indol-3-yl]amino}-N,N,4-trimethylpentan amide). RXN SMILES: Cl[C:2]1([C:13]2[CH:18]=[CH:17][CH:16]=[CH:15][C:14]=2[O:19][CH3:20])[C:10]2[C:5](=[CH:6][CH:7]=[C:8]([Cl:11])[CH:9]=2)[NH:4][C:3]1=[O:12].FC(F)(F)C(O)=O.[NH2:28][C@@H:29]([CH2:35][CH:36]([CH3:38])[CH3:37])[C:30]([N:32]([CH3:34])[CH3:33])=[O:31]>>[Cl:11][C:8]1[CH:9]=[C:10]2[C:5](=[CH:6][CH:7]=1)[NH:4][C:3](=[O:12])[C:2]2([NH:28][C@@H:29]([CH2:35][CH:36]([CH3:38])[CH3:37])[C:30]([N:32]([CH3:34])[CH3:33])=[O:31])[C:13]1[CH:18]=[CH:17][CH:16]=[CH:15][C:14]=1[O:19][CH3:20] |f:1.2|. Procedure: With 4.40 of 3,5-dichloro-3-(2-methoxyphenyl)-1,3-dihydro-2H-indol-2-one and the compound obtained in Step 60-2 (crude form) as starting material, respectively 2.09 g (Isomer A: colorless powder) and 3.26 g (Isomer B: colorless powder) of two species of diastereoisomers of the title compound were obtained by a similar method to Step 4-2. Starting materials: CCOC(C)=O, CC(C)(C)C(c1nc(-c2cc(F)ccc2F)nn1Cc1cccc(F)c1)N(CC1CN(C(=O)OCc2ccccc2)CC1F)C(=O)C1CCCO1. The product is CC(C)(C)C(c1nc(-c2cc(F)ccc2F)nn1Cc1cccc(F)c1)N(CC1CNCC1F)C(=O)C1CCCO1. Reaction SMILES: [CH3:52][CH2:53][O:54][C:55]([CH3:56])=[O:57].[F:1][c:2]1[c:3](-[c:9]2[n:10][n:11]([CH2:44][c:45]3[cH:46][c:47]([F:51])[cH:48][cH:49][cH:50]3)[c:12]([CH:14]([C:15]([CH3:16])([CH3:17])[CH3:18])[N:19]([C:20](=[O:21])[CH:22]3[O:23][CH2:24][CH2:25][CH2:26]3)[CH2:27][CH:28]3[CH2:29][N:30]([C:34]([O:35][CH2:36][c:37]4[cH:38][cH:39][cH:40][cH:41][cH:42]4)=[O:43])[CH2:31][CH:32]3[F:33])[n:13]2)[cH:4][c:5]([F:8])[cH:6][cH:7]1>>[F:1][c:2]1[c:3](-[c:9]2[n:10][n:11]([CH2:44][c:45]3[cH:46][c:47]([F:51])[cH:48][cH:49][cH:50]3)[c:12]([CH:14]([C:15]([CH3:16])([CH3:17])[CH3:18])[N:19]([C:20](=[O:21])[CH:22]3[O:23][CH2:24][CH2:25][CH2:26]3)[CH2:27][CH:28]3[CH2:29][NH:30][CH2:31][CH:32]3[F:33])[n:13]2)[cH:4][c:5]([F:8])[cH:6][cH:7]1. Starting materials: COc1ccc(CN2Cc3c(-c4ccccc4Cl)cc(NS(=O)(=O)c4cn(C)cn4)cc3N(c3c(Cl)cccc3Cl)C2=O)cc1, O=C(O)C(F)(F)F. Yields the product Cn1cnc(S(=O)(=O)Nc2cc(-c3ccccc3Cl)c3c(c2)N(c2c(Cl)cccc2Cl)C(=O)NC3)c1. Reaction SMILES: [Cl:1][c:2]1[c:3](-[c:8]2[c:9]3[c:14]([cH:15][c:16]([NH:18][S:19](=[O:20])(=[O:21])[c:22]4[n:23][cH:24][n:25]([CH3:27])[cH:26]4)[cH:17]2)[N:13]([c:28]2[c:29]([Cl:35])[cH:30][cH:31][cH:32][c:33]2[Cl:34])[C:12](=[O:36])[N:11]([CH2:37][c:38]2[cH:39][cH:40][c:41]([O:42][CH3:43])[cH:44][cH:45]2)[CH2:10]3)[cH:4][cH:5][cH:6][cH:7]1.[OH:46][C:47]([C:48]([F:49])([F:50])[F:51])=[O:52]>>[Cl:1][c:2]1[c:3](-[c:8]2[c:9]3[c:14]([cH:15][c:16]([NH:18][S:19](=[O:20])(=[O:21])[c:22]4[n:23][cH:24][n:25]([CH3:27])[cH:26]4)[cH:17]2)[N:13]([c:28]2[c:29]([Cl:35])[cH:30][cH:31][cH:32][c:33]2[Cl:34])[C:12](=[O:36])[NH:11][CH2:10]3)[cH:4][cH:5][cH:6][cH:7]1. Starting materials: solution, C(C)[Li] (ethyllithium), [Cl-].[NH4+] (ammonium chloride), CC(=CC(=O)O)C=CCC(CCCC(C)(C)C)C (3,7,11,11-tetramethyldodeca-2,4-dienoic acid). The solvent is CCOCC (ether), C1=CC=CC=C1 (benzene), CCOCC (ether), CCOCC (ether). Run at time 3 hour. The product is CC(=CC(CC)=O)C=CCC(CCCC(C)(C)C)C (5,9,13,13-tetramethyltetradeca-4,6-dien-3-one). RXN SMILES: [CH2:1]([Li])[CH3:2].[CH3:4][C:5]([CH:10]=[CH:11][CH2:12][CH:13]([CH3:21])[CH2:14][CH2:15][CH2:16][C:17]([CH3:20])([CH3:19])[CH3:18])=[CH:6][C:7]([OH:9])=O.[Cl-].[NH4+]>C1C=CC=CC=1.CCOCC>[CH3:4][C:5]([CH:10]=[CH:11][CH2:12][CH:13]([CH3:21])[CH2:14][CH2:15][CH2:16][C:17]([CH3:20])([CH3:19])[CH3:18])=[CH:6][C:7](=[O:9])[CH2:1][CH3:2] |f:2.3|. Procedure details: To a stirred solution of 9.5 ml. of a one molar solution of ethyllithium in benzene and 50 ml ether, under nitrogen is added at 0° 1.0 g. of 3,7,11,11-tetramethyldodeca-2,4-dienoic acid in 10 ml. ether. The reaction mixture is stirred for three hours and then is poured into a rapidly stirred saturated aqueous ammonium chloride solution followed by the addition of 50 ml. of ether. The organic layer is separated and then is washed with saturated sodium chloride. The solution is dried over magnesiu... Reactants: Cl.N1=CC=CC=C1 (pyridine hydrochloride), Cl.C(#N)C=1SC(N2C1C1=CC(=C(C=C1CC2)OC)OC)=N (1-cyano-3-imino-8,9-dimethoxy-3,4,5,6-tetrahydro-1,3-thiazolo[4,3-a]isoquinoline hydrochloride), Cl (hydrochloric acid). The solvent is O (water). Product: O.O.Cl.C(#N)C=1SC(N2C1C1=CC(=C(C=C1CC2)O)O)=N (1-cyano-3-imino-8,9-dihydroxy-3,4,5,6-tetrahydro-1,3-thiazolo[4,3-a]isoquinoline hydrochloride dihydrate). As a reaction SMILES: [ClH:1].N1C=CC=CC=1.Cl.[C:9]([C:11]1[S:12][C:13](=[NH:28])[N:14]2[CH2:23][CH2:22][C:21]3[C:16](=[CH:17][C:18]([O:26]C)=[C:19]([O:24]C)[CH:20]=3)[C:15]=12)#[N:10].Cl>O>[OH2:24].[OH2:24].[ClH:1].[C:9]([C:11]1[S:12][C:13](=[NH:28])[N:14]2[CH2:23][CH2:22][C:21]3[C:16](=[CH:17][C:18]([OH:26])=[C:19]([OH:24])[CH:20]=3)[C:15]=12)#[N:10] |f:0.1,2.3,6.7.8.9|. Procedure details: 20.0 g. of pyridine hydrochloride are added to 6.0 g. of 1-cyano-3-imino-8,9-dimethoxy-3,4,5,6-tetrahydro-1,3-thiazolo[4,3-a]isoquinoline hydrochloride, and the mixture is kept for 2 hours in an oil bath of 210°-220° C. The mixture is cooled and a mixture of 6 ml. of concentrated hydrochloric acid and 14 ml. of water is added. 5.2 g. of crystalline 1-cyano-3-imino-8,9-dihydroxy-3,4,5,6-tetrahydro-1,3-thiazolo[4,3-a]isoquinoline hydrochloride dihydrate are obtained; m.p.: gradually decomposes fro...